This data is from the Open Reaction Database (ORD), a public repository of structured organic reaction records. The task is: describe an organic reaction: reactants, conditions, products, and yield Starting materials: COC=C1CCC(C2CCC(c3ccc(COC)c(F)c3)CC2)CC1, Cl, C1CCOC1. Yields the product COCc1ccc(C2CCC(C3CCC(C=O)CC3)CC2)cc1F. As a reaction SMILES: [CH3:1][O:2][CH2:3][c:4]1[c:5]([F:25])[cH:6][c:7]([CH:10]2[CH2:11][CH2:12][CH:13]([CH:16]3[CH2:17][CH2:18][C:19](=[CH:22][O:23][CH3:24])[CH2:20][CH2:21]3)[CH2:14][CH2:15]2)[cH:8][cH:9]1.[ClH:26].[O:27]1[CH2:28][CH2:29][CH2:30][CH2:31]1>>[CH3:1][O:2][CH2:3][c:4]1[c:5]([F:25])[cH:6][c:7]([CH:10]2[CH2:11][CH2:12][CH:13]([CH:16]3[CH2:17][CH2:18][CH:19]([CH:22]=[O:23])[CH2:20][CH2:21]3)[CH2:14][CH2:15]2)[cH:8][cH:9]1.